From a dataset of the Open Reaction Database (ORD), a public repository of structured organic reaction records. describe an organic reaction: reactants, conditions, products, and yield Reactants: O=C([O-])[O-], COC(C)(C)C, COc1ccc(CN(c2ncns2)S(=O)(=O)c2cc(F)c(F)cc2F)c(OC)c1, CCOC(C)=O, CS(C)=O, CC(C)(C)OC(=O)N1CC(n2nccc2-c2cc(Cl)ccc2O)C1, ClCCl, [K+], [K+], O. Yields the product COc1ccc(CN(c2ncns2)S(=O)(=O)c2cc(F)c(Oc3ccc(Cl)cc3-c3ccnn3C3CN(C(=O)OC(C)(C)C)C3)cc2F)c(OC)c1. As a reaction SMILES: [C:25](=[O:26])([O-:27])[O-:28].[C:73]([O:74][CH3:75])([CH3:76])([CH3:77])[CH3:78].[CH3:31][O:32][c:33]1[c:34]([CH2:35][N:36]([S:37](=[O:38])(=[O:39])[c:40]2[c:41]([F:48])[cH:42][c:43]([F:47])[c:44]([F:46])[cH:45]2)[c:49]2[n:50][cH:51][n:52][s:53]2)[cH:54][cH:55][c:56]([O:58][CH3:59])[cH:57]1.[CH3:60][CH2:61][O:62][C:63](=[O:64])[CH3:65].[CH3:66][S:67]([CH3:68])=[O:69].[Cl:1][c:2]1[cH:3][cH:4][c:5]([OH:24])[c:6](-[c:8]2[cH:9][cH:10][n:11][n:12]2[CH:13]2[CH2:14][N:15]([C:17](=[O:18])[O:19][C:20]([CH3:21])([CH3:22])[CH3:23])[CH2:16]2)[cH:7]1.[Cl:70][CH2:71][Cl:72].[K+:29].[K+:30].[OH2:79]>>[Cl:1][c:2]1[cH:3][cH:4][c:5]([O:24][c:43]2[cH:42][c:41]([F:48])[c:40]([S:37]([N:36]([CH2:35][c:34]3[c:33]([O:32][CH3:31])[cH:57][c:56]([O:58][CH3:59])[cH:55][cH:54]3)[c:49]3[n:50][cH:51][n:52][s:53]3)(=[O:38])=[O:39])[cH:45][c:44]2[F:46])[c:6](-[c:8]2[cH:9][cH:10][n:11][n:12]2[CH:13]2[CH2:14][N:15]([C:17](=[O:18])[O:19][C:20]([CH3:21])([CH3:22])[CH3:23])[CH2:16]2)[cH:7]1. The reactants are C1(=CC=CC=C1)O (phenol), CN(C(=O)C=1C=C(C=CC1NC(=O)C=1C(=CC=CC1)C1=CC=C(C=C1)C(F)(F)F)CCC(=O)O)C (3-{3-dimethylcarbamoyl-4-[(4′-trifluoromethylbiphenyl-2-carbonyl)amino]phenyl}propionic acid), CC(=O)C (acetone), CCN=C=NCCCN(C)C.Cl (WSC hydrochloride). Reagents/catalysts: CN(C1=CC=NC=C1)C (4-Dimethylaminopyridine). Conditions: time 1 day. Product: C1(=CC=CC=C1)OC(C(C)C1=CC(=C(C=C1)NC(=O)C=1C(=CC=CC1)C1=CC=C(C=C1)C(F)(F)F)C(N(C)C)=O)=O ((3-Dimethylcarbamoyl-4-[(4′-trifluoromethylbiphenyl-2-carbonyl)amino]phenyl}propionic acid phenyl ester). RXN SMILES: [C:1]1([OH:7])[CH:6]=[CH:5][CH:4]=[CH:3][CH:2]=1.[CH3:8][N:9]([CH3:42])[C:10]([C:12]1[CH:13]=[C:14]([CH2:37][CH2:38]C(O)=O)[CH:15]=[CH:16][C:17]=1[NH:18][C:19]([C:21]1[C:22]([C:27]2[CH:32]=[CH:31][C:30]([C:33]([F:36])([F:35])[F:34])=[CH:29][CH:28]=2)=[CH:23][CH:24]=[CH:25][CH:26]=1)=[O:20])=[O:11].CCN=C=NCCCN(C)C.Cl.C[C:56](C)=[O:57]>CN(C)C1C=CN=CC=1>[C:1]1([O:7][C:56](=[O:57])[CH:37]([C:14]2[CH:15]=[CH:16][C:17]([NH:18][C:19]([C:21]3[C:22]([C:27]4[CH:32]=[CH:31][C:30]([C:33]([F:35])([F:34])[F:36])=[CH:29][CH:28]=4)=[CH:23][CH:24]=[CH:25][CH:26]=3)=[O:20])=[C:12]([C:10](=[O:11])[N:9]([CH3:8])[CH3:42])[CH:13]=2)[CH3:38])[CH:6]=[CH:5][CH:4]=[CH:3][CH:2]=1 |f:2.3|. Procedure details: 4-Dimethylaminopyridine (30 mg), phenol (23 mg), and 3-{3-dimethylcarbamoyl-4-[(4′-trifluoromethylbiphenyl-2-carbonyl)amino]phenyl}propionic acid (100 mg) were dissolved in acetone (1 mL). After addition of WSC hydrochloride (50 mg), the mixture was stirred at room temperature for 1 day. The reaction mixture was concentrated, and purified by column chromatography on silica gel (ethyl acetate:hexane=1:1, v/v) to give the title compound (Compound 1-1) (0.088 g) as a colorless solid. Reactants: C(C)OC(C(CC)CC1=C(C=C(C=C1)OC(C)(C1=C(N=C(S1)C1=CC=C(C=C1)C(F)(F)F)C)C)C)=O ([rac]-2-(2-methyl-4-{1-methyl-1-[4-methyl-2-(4-trifluoromethyl-phenyl)-thiazol-5-yl]-ethoxy}-benzyl)-butyric acid ethyl ester), [OH-].[Na+] (NaOH). Product: CC1=C(CC(C(=O)O)CC)C=CC(=C1)OC(C)(C1=C(N=C(S1)C1=CC=C(C=C1)C(F)(F)F)C)C ([rac]-2-(2-methyl-4-{1-methyl-1-[4-methyl-2-(4-trifluoromethyl-phenyl)-thiazol-5-yl]-ethoxy}-benzyl)-butyric acid). RXN SMILES: C([O:3][C:4](=[O:36])[CH:5]([CH2:8][C:9]1[CH:14]=[CH:13][C:12]([O:15][C:16]([CH3:34])([C:18]2[S:22][C:21]([C:23]3[CH:28]=[CH:27][C:26]([C:29]([F:32])([F:31])[F:30])=[CH:25][CH:24]=3)=[N:20][C:19]=2[CH3:33])[CH3:17])=[CH:11][C:10]=1[CH3:35])[CH2:6][CH3:7])C.[OH-].[Na+]>>[CH3:35][C:10]1[CH:11]=[C:12]([O:15][C:16]([CH3:17])([C:18]2[S:22][C:21]([C:23]3[CH:24]=[CH:25][C:26]([C:29]([F:32])([F:31])[F:30])=[CH:27][CH:28]=3)=[N:20][C:19]=2[CH3:33])[CH3:34])[CH:13]=[CH:14][C:9]=1[CH2:8][CH:5]([CH2:6][CH3:7])[C:4]([OH:36])=[O:3] |f:1.2|. Procedure: In analogy to the procedure described in example 10 d], [rac]-2-(2-methyl-4-{1-methyl-1-[4-methyl-2-(4-trifluoromethyl-phenyl)-thiazol-5-yl]-ethoxy}-benzyl)-butyric acid ethyl ester was treated with 3 N NaOH to obtain [rac]-2-(2-methyl-4-{1-methyl-1-[4-methyl-2-(4-trifluoromethyl-phenyl)-thiazol-5-yl]-ethoxy}-benzyl)-butyric acid as colorless liquid. Reactants: FC(COC1=C(C=C(C=N1)C(C)=O)C)F (1-(6-(2,2-difluoroethoxy)-5-methylpyridin-3-yl)ethanone), CC(C)(C)[S@@](=O)N ((R)-2-methylpropane-2-sulfinamide), Amine-1. Product: FC(COC1=C(C=C(C=N1)C(C)N[S@](=O)C(C)(C)C)C)F ((R)—N-(1-(6-(2,2-difluoroethoxy)-5-methylpyridin-3-yl)ethyl)-2-methylpropane-2-sulfinamide). Yield: 82.0%. RXN SMILES: [F:1][CH:2]([F:15])[CH2:3][O:4][C:5]1[N:10]=[CH:9][C:8]([C:11](=O)[CH3:12])=[CH:7][C:6]=1[CH3:14].[CH3:16][C:17]([S@:20]([NH2:22])=[O:21])([CH3:19])[CH3:18]>>[F:1][CH:2]([F:15])[CH2:3][O:4][C:5]1[N:10]=[CH:9][C:8]([CH:11]([NH:22][S@@:20]([C:17]([CH3:19])([CH3:18])[CH3:16])=[O:21])[CH3:12])=[CH:7][C:6]=1[CH3:14]. Reported procedure: The title compound is prepared in 82% yield (1.22 g, colorless oil) from 1-(6-(2,2-difluoroethoxy)-5-methylpyridin-3-yl)ethanone (0.99 g, 4.61 mmol, Step-3) and (R)-2-methylpropane-2-sulfinamide by the similar manner in Step-4 of Amine-1. Starting materials: CS(=O)(=O)C(C)(C)C=1C=C2C=CC=NC2=C(C1)C=1C=C(C=CC1)C1=CC=C(C=C1)CO ({3′-[6-(1-Methanesulfonyl-1-methyl-ethyl)-quinolin-8-yl]-biphenyl-4-yl}-methanol), Br (HBr), O (water), [OH-].[Na+] (NaOH). Solvent: CC(=O)O (AcOH). Run at temperature 80 celsius, time 12 hour. The product is BrCC1=CC=C(C=C1)C1=CC(=CC=C1)C=1C=C(C=C2C=CC=NC12)C(C)(C)S(=O)(=O)C (8-(4′-Bromomethyl-biphenyl-3-yl)-6-(1-methanesulfonyl-1-methyl-ethyl)-quinoline). Reaction SMILES: [CH3:1][S:2]([C:5]([C:8]1[CH:9]=[C:10]2[C:15](=[C:16]([C:18]3[CH:19]=[C:20]([C:24]4[CH:29]=[CH:28][C:27]([CH2:30]O)=[CH:26][CH:25]=4)[CH:21]=[CH:22][CH:23]=3)[CH:17]=1)[N:14]=[CH:13][CH:12]=[CH:11]2)([CH3:7])[CH3:6])(=[O:4])=[O:3].[BrH:32].O.[OH-].[Na+]>CC(O)=O>[Br:32][CH2:30][C:27]1[CH:28]=[CH:29][C:24]([C:20]2[CH:21]=[CH:22][CH:23]=[C:18]([C:16]3[CH:17]=[C:8]([C:5]([S:2]([CH3:1])(=[O:4])=[O:3])([CH3:7])[CH3:6])[CH:9]=[C:10]4[C:15]=3[N:14]=[CH:13][CH:12]=[CH:11]4)[CH:19]=2)=[CH:25][CH:26]=1 |f:3.4|. Procedure: To a solution of {3′-[6-(1-methanesulfonyl-1-methyl-ethyl)-quinolin-8-yl]-biphenyl-4-yl}-methanol from Step 1 (1.0 eq.) in AcOH (0.3M) was added HBr (48%; 9.5 eq.). The mixture was stirred at 80° C. for 12 h, cooled to rt, poured in cold water containing 10 eq. of NaOH and extracted with EtOAc. The organic extract was washed with saturated aqueous NaHCO3 (3×), brine, dried over Na2SO4, filtered and concentrated to afford the title compound as a yellow solid. Reactants: ClC1=C(C(=O)O)C=CC=C1C(C)(C)C#N (2-chloro-3-(1-cyano-1-methylethyl)benzoic acid), C(C(=O)Cl)(=O)Cl (oxalyl chloride), CN(C=O)C (N,N-dimethylformamide), NC=1C=C(OC2=C(C3=C(N=C(S3)NC(=O)C3CC3)C=C2)C#N)C=CC1F (N-[6-(3-Amino-4-fluorophenoxy)-7-cyano-1,3-benzothiazol-2-yl]cyclopropanecarboxamide). Solvent: O1CCCC1 (tetrahydrofuran), C(C)(=O)OCC (ethyl acetate). Conditions: time 1 hour. Product: ClC1=C(C(=O)NC2=C(C=CC(=C2)OC2=C(C3=C(N=C(S3)NC(=O)C3CC3)C=C2)C#N)F)C=CC=C1C(C)(C)C#N (2-chloro-N-[5-({7-cyano-2-[(cyclopropylcarbonyl)amino]-1,3-benzothiazol-6-yl}oxy)-2-fluorophenyl]-3-(1-cyano-1-methylethyl)benzamide). The yield is 49.7%. Reaction SMILES: [Cl:1][C:2]1[C:10]([C:11]([C:14]#[N:15])([CH3:13])[CH3:12])=[CH:9][CH:8]=[CH:7][C:3]=1[C:4]([OH:6])=O.C(Cl)(=O)C(Cl)=O.CN(C)C=O.[NH2:27][C:28]1[CH:29]=[C:30]([CH:49]=[CH:50][C:51]=1[F:52])[O:31][C:32]1[CH:46]=[CH:45][C:35]2[N:36]=[C:37]([NH:39][C:40]([CH:42]3[CH2:44][CH2:43]3)=[O:41])[S:38][C:34]=2[C:33]=1[C:47]#[N:48]>O1CCCC1.C(OCC)(=O)C>[Cl:1][C:2]1[C:10]([C:11]([C:14]#[N:15])([CH3:13])[CH3:12])=[CH:9][CH:8]=[CH:7][C:3]=1[C:4]([NH:27][C:28]1[CH:29]=[C:30]([O:31][C:32]2[CH:46]=[CH:45][C:35]3[N:36]=[C:37]([NH:39][C:40]([CH:42]4[CH2:44][CH2:43]4)=[O:41])[S:38][C:34]=3[C:33]=2[C:47]#[N:48])[CH:49]=[CH:50][C:51]=1[F:52])=[O:6]. Reported procedure: To a solution of 2-chloro-3-(1-cyano-1-methylethyl)benzoic acid (108 mg, 0.482 mmol) in tetrahydrofuran (1.5 mL) were added oxalyl chloride (52 μL, 0.601 mmol) and N,N-dimethylformamide (10 μL), and the mixture was stirred at room temperature for 1 hr. The reaction mixture was concentrated under reduced pressure, and the residue was dissolved in N,N-dimethylacetamide (1.5 mL). N-[6-(3-Amino-4-fluorophenoxy)-7-cyano-1,3-benzothiazol-2-yl]cyclopropanecarboxamide (150 mg, 0.407 mmol) produced in Ex...